Dataset: the Open Reaction Database (ORD), a public repository of structured organic reaction records. Task: describe an organic reaction: reactants, conditions, products, and yield Reactants: CC1(C(C1C=CC(=O)OCC1CC1)C(=O)O)C (2,2-dimethyl-3-(3-cyclopropylmethoxy-3-oxo-1-propenyl) cyclopropane-carboxylic acid), O=C1N(C(C=2CCCCC12)=O)CO ((1,3,4,5,6,7-hexahydro-1,3-dioxo-2H-isoindol-2-yl)-methanol). Procedure details: Using the procedure of Example 9, (1R, cis, ΔZ) 2,2-dimethyl-3-(3-isopropoxy-3-oxo-1-propenyl)-cyclopropane-carboxylic acid and (1,3,4,5,6,7-hexahydro-1,3-dioxo-2H-isoindol-2-yl)-methanol were reacted to obtain (1,3,4,5,6,7-hexahydro-1,3-dioxo-2H-isoindol-2-yl)-methyl (1R, cis, ΔZ) 2,2-dimethyl-3-(3-isopropoxy-3-oxo-1-propenyl)-cyclopropane-carboxylate with a melting point of 94° C. and a specific rotation of [α]D20 =-22.5°±2° (c=0.5% in CHCl3). As a reaction SMILES: [CH3:1][C:2]1([CH3:17])[CH:4]([CH:5]=[CH:6][C:7]([O:9][CH2:10][CH:11]2[CH2:13][CH2:12]2)=[O:8])[CH:3]1[C:14]([OH:16])=[O:15].O=[C:19]1C2CCCCC=2C(=O)N1CO>>[CH3:1][C:2]1([CH3:17])[CH:4]([CH:5]=[CH:6][C:7]([O:9][CH2:10][CH:11]2[CH2:13][CH2:12]2)=[O:8])[CH:3]1[C:14]([OH:16])=[O:15].[CH3:17][C:2]1([CH3:1])[CH:4]([CH:5]=[CH:6][C:7]([O:9][CH:10]([CH3:11])[CH3:19])=[O:8])[CH:3]1[C:14]([O-:16])=[O:15]. Product: CC1(C(C1C=CC(=O)OCC1CC1)C(=O)O)C (2,2-dimethyl-3-(3-cyclopropylmethoxy-3-oxo-1-propenyl) cyclopropane-carboxylic acid), CC1(C(C1C=CC(=O)OC(C)C)C(=O)[O-])C (2,2-dimethyl-3-(3-isopropoxy-3-oxo-1-propenyl)-cyclopropane-carboxylate). Starting materials: CCC1(c2cccc(OC)c2)CCCC(=O)NC1, CI, [H-], [Na+], c1ccccc1. Yields the product CCC1(c2cccc(OC)c2)CCCC(=O)N(C)C1. Reaction SMILES: [CH2:1]([CH3:2])[C:3]1([c:11]2[cH:12][c:13]([O:17][CH3:18])[cH:14][cH:15][cH:16]2)[CH2:4][CH2:5][CH2:6][C:7](=[O:10])[NH:8][CH2:9]1.[CH3:21][I:22].[H-:19].[Na+:20].[cH:23]1[cH:24][cH:25][cH:26][cH:27][cH:28]1>>[CH2:1]([CH3:2])[C:3]1([c:11]2[cH:12][c:13]([O:17][CH3:18])[cH:14][cH:15][cH:16]2)[CH2:4][CH2:5][CH2:6][C:7](=[O:10])[N:8]([CH3:21])[CH2:9]1. Starting materials: ClC1=C(C=CC(=C1)Cl)C=1N=C(C(=NC1CC)N[C@H]1[C@H](CC2=CC=CC=C12)OCC)CC (5-(2,4-dichlorophenyl)-N-[(1R,2S)-2-ethoxy-2,3-dihydro-1H-inden-1-yl]-3,6-diethylpyrazin-2-amine), C(C)C=1C(=NC(=CN1)CC)N[C@@H]1CN(C[C@@H]1O)C(=O)OCC1=CC=CC=C1 (benzyl (3R,4S)-3-[(3,6-diethylpyrazin-2-yl)amino]-4-hydroxypyrrolidine-1-carboxylate), FCCBr (2-fluoro-1-bromo ethane). The product is C(C)C=1C(=NC(=CN1)CC)N[C@@H]1CN(C[C@@H]1OCCF)C(=O)OCC1=CC=CC=C1 (benzyl (3R,4S)-3-[(3,6-diethylpyrazin-2-yl)amino]-4-(2-fluoroethoxy)pyrrolidine-1-carboxylate). Reaction SMILES: ClC1C=C(Cl)C=CC=1C1N=C(CC)C(N[C@@H]2C3C(=CC=CC=3)C[C@@H]2OCC)=NC=1CC.[CH2:32]([C:34]1[C:35]([NH:42][C@H:43]2[C@@H:47]([OH:48])[CH2:46][N:45]([C:49]([O:51][CH2:52][C:53]3[CH:58]=[CH:57][CH:56]=[CH:55][CH:54]=3)=[O:50])[CH2:44]2)=[N:36][C:37]([CH2:40][CH3:41])=[CH:38][N:39]=1)[CH3:33].[F:59][CH2:60][CH2:61]Br>>[CH2:32]([C:34]1[C:35]([NH:42][C@H:43]2[C@@H:47]([O:48][CH2:61][CH2:60][F:59])[CH2:46][N:45]([C:49]([O:51][CH2:52][C:53]3[CH:58]=[CH:57][CH:56]=[CH:55][CH:54]=3)=[O:50])[CH2:44]2)=[N:36][C:37]([CH2:40][CH3:41])=[CH:38][N:39]=1)[CH3:33]. Procedure details: Following the procedure for the preparation of 5-(2,4-dichlorophenyl)-N-[(1R,2S)-2-ethoxy-2,3-dihydro-1H-inden-1-yl]-3,6-diethylpyrazin-2-amine but substituting benzyl (3R,4S)-3-[(3,6-diethylpyrazin-2-yl)amino]-4-hydroxypyrrolidine-1-carboxylate and 2-fluoro-1-bromo ethane, and making non-critical variations provided the title compound as a oil: 1H NMR (400 MHz, DMSO-d6) δ) 7.61, 7.38-7.36, 5.85, 5.08, 4.52, 4.50, 4.38, 4.22, 3.75-3.40, 2.60, 2.53, 1.19-1.13; IR (liq.) 2970 (s), 2937 (s), 2340 (... Yield: 3.0%. Reaction conditions: time 2 day. Reported procedure: 3-(Thiophen-2-ylmethoxy)-azetidine hydrochloride (38 mg, 0.18 mmol), EDCI (35 mg, 0.18 mmol), HOBt (26 mg, 0.18 mmol) and diisopropylethylamine (54 μL, 0.31 mmol) were successively added to a solution of (E)-3-(3-(2-(4-methylpiperazin-1-yl)ethyl)-2-oxo-1,2,3,4-tetrahydropyrido[2,3-d]pyrimidin-6-yl)acrylic acid hydrochloride (54 mg, 0.12 mmol) in dimethylformamide (6 mL) at room temperature. The reaction mixture was stirred for 2 days and then diluted by addition of ethyl acetate (50 mL) and wate... Run in CN(C=O)C (dimethylformamide), O (water), C(C)(=O)OCC (ethyl acetate). Yields the product CN1CCN(CC1)CCN1C(NC2=C(C1)C=C(C=N2)\C=C\C(N2CC(C2)OCC=2SC=CC2)=O)=O ((E)-3-(2-(4-Methylpiperazin-1-yl)ethyl)-6-(3-oxo-3-(3-(thiophen-2-ylmethoxy)azetidin-1-yl)prop-1-enyl)-3,4-dihydropyrido[2,3-d]pyrimidin-2(1H)-one), solid. Reaction SMILES: Cl.[S:2]1[CH:6]=[CH:5][CH:4]=[C:3]1[CH2:7][O:8][CH:9]1[CH2:12][NH:11][CH2:10]1.CCN=C=NCCCN(C)C.C1C=CC2N(O)N=NC=2C=1.C(N(C(C)C)CC)(C)C.Cl.[CH3:44][N:45]1[CH2:50][CH2:49][N:48]([CH2:51][CH2:52][N:53]2[CH2:58][C:57]3[CH:59]=[C:60](/[CH:63]=[CH:64]/[C:65](O)=[O:66])[CH:61]=[N:62][C:56]=3[NH:55][C:54]2=[O:68])[CH2:47][CH2:46]1>CN(C)C=O.O.C(OCC)(=O)C>[CH3:44][N:45]1[CH2:50][CH2:49][N:48]([CH2:51][CH2:52][N:53]2[CH2:58][C:57]3[CH:59]=[C:60](/[CH:63]=[CH:64]/[C:65](=[O:66])[N:11]4[CH2:12][CH:9]([O:8][CH2:7][C:3]5[S:2][CH:6]=[CH:5][CH:4]=5)[CH2:10]4)[CH:61]=[N:62][C:56]=3[NH:55][C:54]2=[O:68])[CH2:47][CH2:46]1 |f:0.1,5.6|. The reactants are Cl.S1C(=CC=C1)COC1CNC1 (3-(Thiophen-2-ylmethoxy)-azetidine hydrochloride), CCN=C=NCCCN(C)C (EDCI), C=1C=CC2=C(C1)N=NN2O (HOBt), C(C)(C)N(CC)C(C)C (diisopropylethylamine), Cl.CN1CCN(CC1)CCN1C(NC2=C(C1)C=C(C=N2)/C=C/C(=O)O)=O ((E)-3-(3-(2-(4-methylpiperazin-1-yl)ethyl)-2-oxo-1,2,3,4-tetrahydropyrido[2,3-d]pyrimidin-6-yl)acrylic acid hydrochloride). Reactants: FC(C=1C=C(C=C(C1)C(F)(F)F)N=C=O)(F)F (3,5-bistrifluorometylphenylisocyanate), C(C)OP(=O)(OCC)C1=C(N)C=CC(=C1)Br (2-Diethylphosphono-4-bromoaniline). Run at temperature 65 celsius, time 3 hour. Product: C(C)OP(=O)(OCC)C1=C(C=CC(=C1)Br)NC(=O)NC1=CC(=CC(=C1)C(F)(F)F)C(F)(F)F (1-(2-diethylphosphono-4-bromophenyl)-3-(3,5-bistrifluoromethylphenyl)urea). As a reaction SMILES: [F:1][C:2]([F:17])([F:16])[C:3]1[CH:4]=[C:5]([N:13]=[C:14]=[O:15])[CH:6]=[C:7]([C:9]([F:12])([F:11])[F:10])[CH:8]=1.[CH2:18]([O:20][P:21]([C:26]1[CH:32]=[C:31]([Br:33])[CH:30]=[CH:29][C:27]=1[NH2:28])([O:23][CH2:24][CH3:25])=[O:22])[CH3:19]>>[CH2:18]([O:20][P:21]([C:26]1[CH:32]=[C:31]([Br:33])[CH:30]=[CH:29][C:27]=1[NH:28][C:14]([NH:13][C:5]1[CH:4]=[C:3]([C:2]([F:16])([F:17])[F:1])[CH:8]=[C:7]([C:9]([F:12])([F:10])[F:11])[CH:6]=1)=[O:15])([O:23][CH2:24][CH3:25])=[O:22])[CH3:19]. Procedure: To an oven dried 30 mL vial containing a stirring bar 2 mL of pyridine was added followed by 3,5-bistrifluorometylphenylisocyanate (35 mg, 0.125) and 2-Diethylphosphono-4-bromoaniline (32 mg, 0.104 mmol). The resulting solution was stirred at 65° C. for 3 hours. Pyridine was removed by rotary evaporation and then the product was purified by silica column chromatography using mixtures of EtOAc and hexanes to give 1-(2-diethylphosphono-4-bromophenyl)-3-(3,5-bistrifluoromethylphenyl)urea. 1H-NMR (4... The reactants are COC1(CCCC1)O[C@@H]1[C@]2(C)[C@@H](CC1)[C@@H]1CCC3=CC(CC[C@]3(COC3(CCCC3)OC)[C@H]1CC2)=O (17β,19-di-(1-methoxy-1-cyclopentyloxy)-androst-4-en-3-one), 17β,19-di-triphenylsiloxyandrost-4-en-3-one, CCOCC (ether), 3-hydroxy, O[C@@H]1[C@]2(C)[C@@H](CC1)[C@@H]1CCC3=CC(CC[C@]3(CO)[C@H]1CC2)=O (17β,19-dihydroxyandrost-4-en-3-one), [H-].[Al+3].[Li+].[H-].[H-].[H-] (lithium aluminum hydride). The solvent is O1CCCC1 (tetrahydrofuran). Yields the product 17β,19-di-triphenylsiloxyandrost-4-en-3β-ol, COC1(CCCC1)O[C@@H]1[C@]2(C)[C@@H](CC1)[C@@H]1CCC3=C[C@H](CC[C@]3(COC3(CCCC3)OC)[C@H]1CC2)O (17β,19-di-(1-methoxy-1-cyclopentyloxy)-androst-4-en-3β-ol). RXN SMILES: O[C@H]1CC[C@H]2[C@H]3[C@H](CC[C@]12C)[C@]1(CO)C(=CC(=O)CC1)CC3.[CH3:23][O:24][C:25]1([O:30][C@H:31]2[CH2:36][CH2:35][C@H:34]3[C@H:37]4[C@H:55]([CH2:56][CH2:57][C@:32]23[CH3:33])[C@:45]2([CH2:46][O:47][C:48]3([O:53][CH3:54])[CH2:52][CH2:51][CH2:50][CH2:49]3)[C:40](=[CH:41][C:42](=[O:58])[CH2:43][CH2:44]2)[CH2:39][CH2:38]4)[CH2:29][CH2:28][CH2:27][CH2:26]1.[H-].[Al+3].[Li+].[H-].[H-].[H-].CCOCC>O1CCCC1>[CH3:23][O:24][C:25]1([O:30][C@H:31]2[CH2:36][CH2:35][C@H:34]3[C@H:37]4[C@H:55]([CH2:56][CH2:57][C@:32]23[CH3:33])[C@:45]2([CH2:46][O:47][C:48]3([O:53][CH3:54])[CH2:52][CH2:51][CH2:50][CH2:49]3)[C:40](=[CH:41][C@@H:42]([OH:58])[CH2:43][CH2:44]2)[CH2:39][CH2:38]4)[CH2:26][CH2:27][CH2:28][CH2:29]1 |f:2.3.4.5.6.7|. Reported procedure: The compound 17β,19-dihydroxyandrost-4-en-3-one is similarly etherified to form the 17β-OR4, 19-OR1, derivatives of androst-4-en-3-one. Reduction as previously described yields the corresponding 3-hydroxy analogues. For example, 17β,19-dihydroxyandrost-4-en-3-one is converted to 17β,19-di-triphenylsiloxyandrost-4-en-3-one and 17β,19-di-(1-methoxy-1-cyclopentyloxy)-androst-4-en-3-one as previously described. These compounds are then reduced using lithium aluminum hydride in an ether or tetrahydro... The reactants are crude product, COC1=CC=C(C=C1)[C@@H]1SC2=C(NC([C@@H]1O)=O)C=CC(=C2)Cl ((+)-cis-2-(4-methoxyphenyl)-3-hydroxy-8-chloro-2,3-dihydro-1,5-benzothiazepin-4(5H)-one), Cl.C(C)N(CCCl)CC (2-(diethylamino)ethyl chloride hydrochloride), C([O-])([O-])=O.[K+].[K+] (potassium carbonate), C(\C=C\C(=O)[O-])(=O)[O-] (fumarate). The solvent is CC(=O)C (acetone). Product: C(\C=C\C(=O)O)(=O)O.COC1=CC=C(C=C1)[C@@H]1SC2=C(N(C([C@@H]1O)=O)CCN(CC)CC)C=CC(=C2)Cl ((+)-cis-2-(4-methoxyphenyl)-3-hydroxy-5-[2-(diethylamino)ethyl]-8-chloro-2,3-dihydro-1,5-benzothiazepin-4(5H)-one fumarate). RXN SMILES: [CH3:1][O:2][C:3]1[CH:8]=[CH:7][C:6]([C@H:9]2[C@@H:15]([OH:16])[C:14](=[O:17])[NH:13][C:12]3[CH:18]=[CH:19][C:20]([Cl:22])=[CH:21][C:11]=3[S:10]2)=[CH:5][CH:4]=1.Cl.[CH2:24]([N:26]([CH2:30][CH3:31])[CH2:27][CH2:28]Cl)[CH3:25].C(=O)([O-])[O-].[K+].[K+].[C:38]([O-:45])(=[O:44])/[CH:39]=[CH:40]/[C:41]([O-:43])=[O:42]>CC(C)=O>[C:38]([OH:45])(=[O:44])/[CH:39]=[CH:40]/[C:41]([OH:43])=[O:42].[CH3:1][O:2][C:3]1[CH:8]=[CH:7][C:6]([C@H:9]2[C@@H:15]([OH:16])[C:14](=[O:17])[N:13]([CH2:25][CH2:24][N:26]([CH2:30][CH3:31])[CH2:27][CH3:28])[C:12]3[CH:18]=[CH:19][C:20]([Cl:22])=[CH:21][C:11]=3[S:10]2)=[CH:5][CH:4]=1 |f:1.2,3.4.5,8.9|. Procedure: A mixture of 1.01 g of (+)-cis-2-(4-methoxyphenyl)-3-hydroxy-8-chloro-2,3-dihydro-1,5-benzothiazepin-4(5H)-one, 0.57 g of 2-(diethylamino)ethyl chloride hydrochloride, 1.24 g of potassium carbonate and 30 ml of acetone is treated in the same manner as described in Example 15. The crude product is converted into its fumarate and then recrystallized from ethanol. 1.22 g of (+)-cis-2-(4-methoxyphenyl)-3-hydroxy-5-[2-(diethylamino)ethyl]-8-chloro-2,3-dihydro-1,5-benzothiazepin-4(5H)-one fumarate are... The reactants are C1=CC=C2C=3C=CC=C4C=C5C(=C(C=6C7=C(C=C1C26)C=CC=C7)C43)C=CC=C5 (dibenzo[a,o]perylene), BrBr (bromine). The solvent is C(Cl)(Cl)(Cl)Cl (carbon tetrachloride). Product: BrC1=C2C(=C3C=4C5=C(C=C6C=CC=C(C=7C=CC=C1C73)C64)C=CC=C5)C=CC=C2 (7-bromodibenzo-[a,o]perylene). Reaction SMILES: [CH:1]1[C:18]2[C:19]3[C:4]([C:5]4[CH:6]=[CH:7][CH:8]=[C:9]5[C:24]=4[C:13]([C:14]=3[C:15]3[CH:23]=[CH:22][CH:21]=[CH:20][C:16]=3[CH:17]=2)=[C:12]2[CH:25]=[CH:26][CH:27]=[CH:28][C:11]2=[CH:10]5)=[CH:3][CH:2]=1.[Br:29]Br>C(Cl)(Cl)(Cl)Cl>[Br:29][C:10]1[C:9]2[C:24]3[C:13]([C:14]4[C:15]5[CH:23]=[CH:22][CH:21]=[CH:20][C:16]=5[CH:17]=[C:18]5[C:19]=4[C:4]([C:5]=3[CH:6]=[CH:7][CH:8]=2)=[CH:3][CH:2]=[CH:1]5)=[C:12]2[CH:25]=[CH:26][CH:27]=[CH:28][C:11]=12. Procedure details: After dibenzo[a,o]perylene dissolved in carbon tetrachloride was brominated with cooling for four hours by adding one molar equivalent of bromine, the reaction product was refined in accordance with an ordinary method to obtain 7-bromodibenzo-[a,o]perylene. Di-p-tolylamine, potassium carbonate and copper powder were added to the thus obtained 7-bromodibenzo[a,o]perylene and were allowed to react for 30 hours at 200° C. After the reaction solution was diluted with water, the reaction product was ...